From a dataset of the Open Reaction Database (ORD), a public repository of structured organic reaction records. describe an organic reaction: reactants, conditions, products, and yield Starting materials: F[B-](F)(F)F, CCOC(=O)C(Cc1ccc(OCC(=O)O)cc1)OCC, CCCCNCc1ccc(C(F)(F)F)cc1, ClCCl, CCN(C(C)C)C(C)C, CN(C)C(On1nnc2ccccc21)=[N+](C)C. The product is CCCCN(Cc1ccc(C(F)(F)F)cc1)C(=O)COc1ccc(CC(OCC)C(=O)OCC)cc1. RXN SMILES: [B-:47]([F:48])([F:49])([F:50])[F:51].[CH2:17]([CH3:18])[O:19][CH:20]([CH2:21][c:22]1[cH:23][cH:24][c:25]([O:26][CH2:27][C:28](=[O:29])[OH:30])[cH:31][cH:32]1)[C:33](=[O:34])[O:35][CH2:36][CH3:37].[CH2:1]([CH2:2][CH2:3][CH3:4])[NH:5][CH2:6][c:7]1[cH:8][cH:9][c:10]([C:13]([F:14])([F:15])[F:16])[cH:11][cH:12]1.[CH2:69]([Cl:70])[Cl:71].[CH:38]([N:39]([CH2:40][CH3:41])[CH:42]([CH3:43])[CH3:44])([CH3:45])[CH3:46].[n:52]1([O:53][C:54]([N:55]([CH3:56])[CH3:57])=[N+:58]([CH3:59])[CH3:60])[c:61]2[cH:62][cH:63][cH:64][cH:65][c:66]2[n:67][n:68]1>>[CH2:1]([CH2:2][CH2:3][CH3:4])[N:5]([CH2:6][c:7]1[cH:8][cH:9][c:10]([C:13]([F:14])([F:15])[F:16])[cH:11][cH:12]1)[C:28]([CH2:27][O:26][c:25]1[cH:24][cH:23][c:22]([CH2:21][CH:20]([O:19][CH2:17][CH3:18])[C:33](=[O:34])[O:35][CH2:36][CH3:37])[cH:32][cH:31]1)=[O:29]. The reactants are BrC=1C=C(C=CC1)C(CCNC(OC(C)(C)C)=O)O (tert-butyl 3-(3-bromophenyl)-3-hydroxypropylcarbamate), C(C#C)O (propargyl alcohol). Product: OC(CCNC(OC(C)(C)C)=O)C1=CC(=CC=C1)C#CCO (tert-butyl 3-hydroxy-3-(3-(3-hydroxyprop-1-ynyl)phenyl)propylcarbamate). As a reaction SMILES: Br[C:2]1[CH:3]=[C:4]([CH:8]([OH:19])[CH2:9][CH2:10][NH:11][C:12](=[O:18])[O:13][C:14]([CH3:17])([CH3:16])[CH3:15])[CH:5]=[CH:6][CH:7]=1.[CH2:20]([OH:23])[C:21]#[CH:22]>>[OH:19][CH:8]([C:4]1[CH:5]=[CH:6][CH:7]=[C:2]([C:22]#[C:21][CH2:20][OH:23])[CH:3]=1)[CH2:9][CH2:10][NH:11][C:12](=[O:18])[O:13][C:14]([CH3:17])([CH3:16])[CH3:15]. Procedure details: Sonogashira reaction of bromide 39 with propargyl alcohol gave tert-butyl 3-hydroxy-3-(3-(3-hydroxyprop-1-ynyl)phenyl)propylcarbamate as brown oil. Yield (0.880 g, 94%): 1H NMR (400 MHz, CDCl3) δ 7.45 (s, 1H), 7.28-7.36 (m, 3H), 4.85-4.87 (bs, 1H), 4.70-4.72 (m, 1H), 4.49 (d, J=5.2 Hz, 2H), 3.47-3.50 (m, 1H), 3.44 (bs, 1H), 3.12-3.17 (m, 1H), 1.93-1.99 (m, 2H), 1.45 (s, 9H). Reactants: COC1=C(C(=CC=2C(=C(OC21)C(=O)OCC)C)C)C (ethyl 7-methoxy-3,5,6-trimethylbenzofuran-2-carboxylate), B(Br)(Br)Br (BBr3). Run in ClCCl (dichloromethane). Conditions: temperature -5 celsius, time 15 minute. The product is OC1=C(C(=CC=2C(=C(OC21)C(=O)OCC)C)C)C (Ethyl 7-hydroxy-3,5,6-trimethylbenzofuran-2-carboxylate). RXN SMILES: C[O:2][C:3]1[C:11]2[O:10][C:9]([C:12]([O:14][CH2:15][CH3:16])=[O:13])=[C:8]([CH3:17])[C:7]=2[CH:6]=[C:5]([CH3:18])[C:4]=1[CH3:19].B(Br)(Br)Br>ClCCl>[OH:2][C:3]1[C:11]2[O:10][C:9]([C:12]([O:14][CH2:15][CH3:16])=[O:13])=[C:8]([CH3:17])[C:7]=2[CH:6]=[C:5]([CH3:18])[C:4]=1[CH3:19]. Reported procedure: To a solution of ethyl 7-methoxy-3,5,6-trimethylbenzofuran-2-carboxylate (97.2 g, 0.37 mole) (from Step 2) in dichloromethane (1 L) cooled to -78° C., was added a solution of BBr3 (1.1 L, 1 M in dichloromethane). The reaction was warmed to -5° C. for and left for 15 mins. Quenching with 25% NH4OAc buffer, extraction with EtOAc and drying (Na2SO4), followed by removal of solvent, afforded the product which was used as such for the following step. The reactants are OC1(OC(C2=CC=C(C=C12)OC)=O)C1=CC=CC=C1 (3-Hydroxy-5-methoxy-3-phenyl-3H-isobenzofuran-1-one), C(C)(C)(C)OC(NCCNCC#N)=O ([2-(Cyanomethyl-amino)-ethyl]-carbamic acid tert-butyl ester), Cl.CN(CCCN=C=NCC)C (1-[3-(dimethylamino)propyl]-3-ethylcarbodiimide hydrochloride), ON1N=NC2=C1N=CC=C2 (1-hydroxy-7-azabenzotriazole), C([O-])(O)=O.[Na+] (sodium bicarbonate). Solvent: CN(C=O)C (N,N-dimethylformamide), O (water). Yields the product C(C)(C)(C)OC(NCCN(C(=O)C1=C(C=C(C=C1)OC)C(=O)C1=CC=CC=C1)CC#N)=O ([2-(Cyanomethyl-{1-[4-methoxy-2-(1-phenyl-methanoyl)-phenyl]-methanoyl}-amino)-ethyl]-carbamic acid tert-butyl ester). Isolated yield 72.6%. As a reaction SMILES: O[C:2]1([C:14]2[CH:19]=[CH:18][CH:17]=[CH:16][CH:15]=2)[C:10]2[C:5](=[CH:6][CH:7]=[C:8]([O:11][CH3:12])[CH:9]=2)[C:4](=[O:13])[O:3]1.[C:20]([O:24][C:25](=[O:33])[NH:26][CH2:27][CH2:28][NH:29][CH2:30][C:31]#[N:32])([CH3:23])([CH3:22])[CH3:21].Cl.CN(C)CCCN=C=NCC.ON1C2N=CC=CC=2N=N1.C(=O)(O)[O-].[Na+]>CN(C)C=O.O>[C:20]([O:24][C:25](=[O:33])[NH:26][CH2:27][CH2:28][N:29]([CH2:30][C:31]#[N:32])[C:4]([C:5]1[CH:6]=[CH:7][C:8]([O:11][CH3:12])=[CH:9][C:10]=1[C:2]([C:14]1[CH:19]=[CH:18][CH:17]=[CH:16][CH:15]=1)=[O:3])=[O:13])([CH3:23])([CH3:21])[CH3:22] |f:2.3,5.6|. Procedure details: A solution of 110 (2.55 g, 9.96 mmol), 111 (2.38 g, 12.0 mmol), 1-[3-(dimethylamino)propyl]-3-ethylcarbodiimide hydrochloride (2.30 g, 12.0 mmol), 1-hydroxy-7-azabenzotriazole (1.63 g, 12.0 mmol) in N,N-dimethylformamide was stirred at room temperature for 4 days. The contents of the reaction flask were poured into water and sat. sodium bicarbonate. Extracted with methylene chloride (3×). The combined organic extracts were dried with sodium sulfate (anh.) and filtered. Concentration of the filtr...